Dataset: the Open Reaction Database (ORD), a public repository of structured organic reaction records. Task: describe an organic reaction: reactants, conditions, products, and yield Starting materials: CO, COC1=C(OC)C(=O)C(Cc2ccc(OC(C)=O)c(C(=O)Nc3ccnc(Cl)c3)c2)=C(C)C1=O, [Na+], O, O=C([O-])O. Product: COC1=C(OC)C(=O)C(Cc2ccc(O)c(C(=O)Nc3ccnc(Cl)c3)c2)=C(C)C1=O. As a reaction SMILES: [CH3:40][OH:41].[Cl:1][c:2]1[n:3][cH:4][cH:5][c:6]([NH:8][C:9]([c:10]2[c:11]([O:30][C:31](=[O:32])[CH3:33])[cH:12][cH:13][c:14]([CH2:16][C:17]3=[C:22]([CH3:23])[C:21](=[O:24])[C:20]([O:25][CH3:26])=[C:19]([O:27][CH3:28])[C:18]3=[O:29])[cH:15]2)=[O:34])[cH:7]1.[Na+:35].[OH2:42].[OH:36][C:37](=[O:38])[O-:39]>>[Cl:1][c:2]1[n:3][cH:4][cH:5][c:6]([NH:8][C:9]([c:10]2[c:11]([OH:30])[cH:12][cH:13][c:14]([CH2:16][C:17]3=[C:22]([CH3:23])[C:21](=[O:24])[C:20]([O:25][CH3:26])=[C:19]([O:27][CH3:28])[C:18]3=[O:29])[cH:15]2)=[O:34])[cH:7]1. Run at time 3 hour. The reactants are O (water), [O-][Mn](=O)(=O)=O.[K+] (KMnO4), [OH-].[Na+] (NaOH), CN1N=CC(=C1)C=1C=CC=2N(N1)C(=CN2)CC=2C=CC=1N(C2)C(=CN1)C=C (6-(1-Methyl-1H-pyrazol-4-yl)-3-(3-vinyl-imidazo[1,2-a]pyridin-6-ylmethyl)-imidazo[1,2-b]pyridazine). Reaction SMILES: [CH3:1][N:2]1[CH:6]=[C:5]([C:7]2[CH:8]=[CH:9][C:10]3[N:11]([C:13]([CH2:16][C:17]4[CH:18]=[CH:19][C:20]5[N:21]([C:23]([CH:26]=[CH2:27])=[CH:24][N:25]=5)[CH:22]=4)=[CH:14][N:15]=3)[N:12]=2)[CH:4]=[N:3]1.[OH2:28].[O-][Mn](=O)(=O)=O.[K+].[OH-:35].[Na+]>O1CCOCC1>[CH3:1][N:2]1[CH:6]=[C:5]([C:7]2[CH:8]=[CH:9][C:10]3[N:11]([C:13]([CH2:16][C:17]4[CH:18]=[CH:19][C:20]5[N:21]([C:23]([CH:26]([OH:35])[CH2:27][OH:28])=[CH:24][N:25]=5)[CH:22]=4)=[CH:14][N:15]=3)[N:12]=2)[CH:4]=[N:3]1 |f:2.3,4.5|. Product: CN1N=CC(=C1)C=1C=CC=2N(N1)C(=CN2)CC=2C=CC=1N(C2)C(=CN1)C(CO)O (1-{6-[6-(1-Methyl-1H-pyrazol-4-yl)-imidazo[1,2-b]pyridazin-3-ylmethyl]-imidazo[1,2-a]pyridin-3-yl}-ethane-1,2-diol). Solvent: O1CCOCC1 (dioxane). Procedure: 6-(1-Methyl-1H-pyrazol-4-yl)-3-(3-vinyl-imidazo[1,2-a]pyridin-6-ylmethyl)-imidazo[1,2-b]pyridazine (Example 299, 49 mg, 0.138 mmol) was dissolved in dioxane (0.69 mL) and water (0.69 mL) then KMnO4 (21.8 mg, 0.138 mmol) and 2.5 M NaOH solution (0.165 mL, 0.414 mmol) were added. The RM was stirred at rt for 3 h. It was then filtered through Celite and the solvent was removed. The residue was purified by preparative HPLC with acetonitrile and water (+0.1% TFA). The fractions were joined and were l...